From a dataset of the Open Reaction Database (ORD), a public repository of structured organic reaction records. describe an organic reaction: reactants, conditions, products, and yield The reactants are [I-].[Na+] (sodium iodide), Cl[Si](C)(C)C (Chlorotrimethylsilane), N,N1 -Dicyclohexylcarbodiimide, C(C)(=O)SC1=C(C(=O)O)C=CC=C1OC (2-acetylthio-3-methoxybenzoic acid), C(C)(C)(C)OC(CNC1CCCC1)=O (N-cyclopentylglycine t-butyl ester). Run in C(C)#N (acetonitrile), C(Cl)Cl (methylene chloride), C(Cl)Cl (methylene chloride). Run at time 8 hour. Product: C(C)(=O)SC1=C(C(=O)N(CC(=O)O)C2CCCC2)C=CC=C1OC (N-(2-Acetylthio-3-methoxybenzoyl)-N-cyclopentylglycine). As a reaction SMILES: [C:1]([S:4][C:5]1[C:13]([O:14][CH3:15])=[CH:12][CH:11]=[CH:10][C:6]=1[C:7]([OH:9])=O)(=[O:3])[CH3:2].C([O:20][C:21](=[O:29])[CH2:22][NH:23][CH:24]1[CH2:28][CH2:27][CH2:26][CH2:25]1)(C)(C)C.[I-].[Na+].Cl[Si](C)(C)C>C(Cl)Cl.C(#N)C>[C:1]([S:4][C:5]1[C:13]([O:14][CH3:15])=[CH:12][CH:11]=[CH:10][C:6]=1[C:7]([N:23]([CH:24]1[CH2:28][CH2:27][CH2:26][CH2:25]1)[CH2:22][C:21]([OH:29])=[O:20])=[O:9])(=[O:3])[CH3:2] |f:2.3|. Reported procedure: N,N1 -Dicyclohexylcarbodiimide (10.3 g, 50 mmol) in methylene chloride (80 ml) was added to 2-acetylthio-3-methoxybenzoic acid (11.3 g, 50 mmol) and N-cyclopentylglycine t-butyl ester (10.0 g, 50 mmol) in methylene chloride (300 ml) at 0°-5° C. Overnight stirring was followed by filtration and washing of the filtrate with dilute hydrochloric acid, sodium bicarbonate solution and brine. Drying and concentration gave a gum which was dissolved in acetonitrile (65 ml), combined with sodium iodide (1...